From a dataset of the Open Reaction Database (ORD), a public repository of structured organic reaction records. describe an organic reaction: reactants, conditions, products, and yield Reactants: C1CCOC1, CO, CCOC(=O)c1ccc(Cc2nc3n(-c4c(Cl)cc(Cl)cc4Cl)[nH]c(C(C)C)c-3c(=O)n2)cc1, [Li+], [OH-], O, O. The product is CC(C)c1[nH]n(-c2c(Cl)cc(Cl)cc2Cl)c2nc(Cc3ccc(C(=O)O)cc3)nc(=O)c1-2. As a reaction SMILES: [CH2:40]1[O:41][CH2:42][CH2:43][CH2:44]1.[CH3:38][OH:39].[Cl:1][c:2]1[c:3](-[n:10]2[nH:11][c:12]([CH:32]([CH3:33])[CH3:34])[c:13]3[c:18](=[O:19])[n:17][c:16]([CH2:20][c:21]4[cH:22][cH:23][c:24]([C:27](=[O:28])[O:29][CH2:30][CH3:31])[cH:25][cH:26]4)[n:15][c:14]2-3)[c:4]([Cl:9])[cH:5][c:6]([Cl:8])[cH:7]1.[Li+:37].[OH-:36].[OH2:35].[OH2:45]>>[Cl:1][c:2]1[c:3](-[n:10]2[nH:11][c:12]([CH:32]([CH3:33])[CH3:34])[c:13]3[c:18](=[O:19])[n:17][c:16]([CH2:20][c:21]4[cH:22][cH:23][c:24]([C:27](=[O:28])[OH:29])[cH:25][cH:26]4)[n:15][c:14]2-3)[c:4]([Cl:9])[cH:5][c:6]([Cl:8])[cH:7]1. Run in CO (MeOH). Procedure details: The title compound can be synthesized from 4-ethynylcinnoline and N-(3-cyclopropyl-4-((4-methylpiperazin-1-yl)methyl)phenyl)-3-iodo-4-methylbenzamide in a manner similar to that described for Example 1 (nitro reduction performed in a manner similar to that described for Example 10; 0.25M in MeOH/10% AcOH). 4-ethynylcinnoline is prepared from 4-bromocinnoline and ethynyltrimethylsilane according to the 2 steps procedure described in Example 1. As a reaction SMILES: Br[C:2]1[C:11]2[C:6](=[CH:7][CH:8]=[CH:9][CH:10]=2)[N:5]=[N:4][CH:3]=1.[C:12]([Si](C)(C)C)#[CH:13]>CO>[C:12]([C:2]1[C:11]2[C:6](=[CH:7][CH:8]=[CH:9][CH:10]=2)[N:5]=[N:4][CH:3]=1)#[CH:13]. Reactants: nitro, BrC1=CN=NC2=CC=CC=C12 (4-bromocinnoline), C(#C)[Si](C)(C)C (ethynyltrimethylsilane). Product: C(#C)C1=CN=NC2=CC=CC=C12 (4-ethynylcinnoline). Starting materials: C=C(C)C (isobutene), C1(CCCCC1)C(C(=O)O)C (2-cyclohexylpropionic acid), S(O)(O)(=O)=O (sulfuric acid). The solvent is CCOCC (ether). Conditions: temperature 0 celsius, time 40 hour. Yields the product C1(CCCCC1)C(C(=O)OC(C)(C)C)C (tert-butyl 2-cyclohexylpropionate). Isolated yield 11.0%. As a reaction SMILES: [CH:1]1([CH:7]([CH3:11])[C:8]([OH:10])=[O:9])[CH2:6][CH2:5][CH2:4][CH2:3][CH2:2]1.[CH2:12]=[C:13]([CH3:15])[CH3:14].S(=O)(=O)(O)O>CCOCC>[CH:1]1([CH:7]([CH3:11])[C:8]([O:10][C:13]([CH3:15])([CH3:14])[CH3:12])=[O:9])[CH2:6][CH2:5][CH2:4][CH2:3][CH2:2]1. Procedure details: Into a 500 ml round bottom flask 30 g of 2-cyclohexylpropionic acid and 200 ml of ether were charged and cooled to 0° C. After 100 g of isobutene gas was introduced, 0.5 g of sulfuric acid was charged into the mixture, the mixture was then stirred at 0° C. for 40 hours. The reaction mixture was washed with water and distilled under reduced pressure to obtain 4.5 g of tert-butyl 2-cyclohexylpropionate having a woody and floral odor (yield: 11%, purity: 98.7%).